describe an organic reaction: reactants, conditions, products, and yield From a dataset of the Open Reaction Database (ORD), a public repository of structured organic reaction records. Reactants: [Mg+]Cc1ccccc1, [Cl-], COC(=O)c1cc2c(n1COCC[Si](C)(C)C)CCCC2=O. Yields the product COC(=O)c1cc2c(n1COCC[Si](C)(C)C)CCCC2=Cc1ccccc1. RXN SMILES: [CH2:24]([c:25]1[cH:26][cH:27][cH:28][cH:29][cH:30]1)[Mg+:31].[Cl-:23].[O:1]=[C:2]1[c:3]2[cH:4][c:5]([C:19](=[O:20])[O:21][CH3:22])[n:6]([CH2:11][O:12][CH2:13][CH2:14][Si:15]([CH3:16])([CH3:17])[CH3:18])[c:7]2[CH2:8][CH2:9][CH2:10]1>>[C:2]1(=[CH:24][c:25]2[cH:26][cH:27][cH:28][cH:29][cH:30]2)[c:3]2[cH:4][c:5]([C:19](=[O:20])[O:21][CH3:22])[n:6]([CH2:11][O:12][CH2:13][CH2:14][Si:15]([CH3:16])([CH3:17])[CH3:18])[c:7]2[CH2:8][CH2:9][CH2:10]1.